Dataset: the Open Reaction Database (ORD), a public repository of structured organic reaction records. Task: describe an organic reaction: reactants, conditions, products, and yield Starting materials: ClC1=C(C=CC=C1)C1CC(C=2C(=CC=NC2C1)C)=O (7-(2-chlorophenyl)-4-methyl-5,6,7,8-tetrahydroquinolin-5-one), C(=N)(N)NN.Cl (aminoguanidine hydrochloride), Cl (hydrochloric acid), O (water). The solvent is C(C)O (ethanol). The product is Cl.ClC1=C(C=CC=C1)C1CC(C=2C(=CC=NC2C1)C)=NNC(=N)N (7-(2-chlorophenyl)-5-guanidinoimino-4-methyl-5,6,7,8-tetrahydroquinoline hydrochloride). Yield: 156.7%. As a reaction SMILES: [Cl:1][C:2]1[CH:7]=[CH:6][CH:5]=[CH:4][C:3]=1[CH:8]1[CH2:17][C:16]2[N:15]=[CH:14][CH:13]=[C:12]([CH3:18])[C:11]=2[C:10](=O)[CH2:9]1.[C:20]([NH:23][NH2:24])([NH2:22])=[NH:21].Cl.Cl.O>C(O)C>[ClH:1].[Cl:1][C:2]1[CH:7]=[CH:6][CH:5]=[CH:4][C:3]=1[CH:8]1[CH2:17][C:16]2[N:15]=[CH:14][CH:13]=[C:12]([CH3:18])[C:11]=2[C:10](=[N:24][NH:23][C:20]([NH2:22])=[NH:21])[CH2:9]1 |f:1.2,6.7|. Reported procedure: A mixture of 7-(2-chlorophenyl)-4-methyl-5,6,7,8-tetrahydroquinolin-5-one (0.20 g), aminoguanidine hydrochloride (0.085 g), concentrated hydrochloric acid (0.11 ml), water (0.11 ml) and ethanol (20 ml) was refluxed for 6 hours. Under reduced pressure, the solvent was evaporated, and the residue was dissolved in water. The mixture was washed with ethyl acetate and concentrated under reduced pressure. The residue was recrystallized from ethyl acetate-ethanol to give 7-(2-chlorophenyl)-5-guanidinoi... Starting materials: BrC=1C(=NC=C(C(=O)NC2=CC=C(C=C2)OC(F)(F)F)C1)N1CC(CC1)C(C)(C)O (5-bromo-6-(3-(2-hydroxypropan-2-yl)pyrrolidin-1-yl)-N-(4-(trifluoromethoxy)phenyl)nicotinamide), N1=CC(=CC=C1)B(O)O (pyridin-3-ylboronic acid). The product is OC(C)(C)C1CN(CC1)C1=NC=C(C=C1C=1C=NC=CC1)C(=O)NC1=CC=C(C=C1)OC(F)(F)F (2-(3-(2-Hydroxypropan-2-yl)pyrrolidin-1-yl)-N-(4-(trifluoromethoxy)phenyl)-[3,3′-bipyridine]-5-carboxamide). RXN SMILES: Br[C:2]1[C:3]([N:22]2[CH2:26][CH2:25][CH:24]([C:27]([OH:30])([CH3:29])[CH3:28])[CH2:23]2)=[N:4][CH:5]=[C:6]([CH:21]=1)[C:7]([NH:9][C:10]1[CH:15]=[CH:14][C:13]([O:16][C:17]([F:20])([F:19])[F:18])=[CH:12][CH:11]=1)=[O:8].[N:31]1[CH:36]=[CH:35][CH:34]=[C:33](B(O)O)[CH:32]=1>>[OH:30][C:27]([CH:24]1[CH2:25][CH2:26][N:22]([C:3]2[C:2]([C:33]3[CH:32]=[N:31][CH:36]=[CH:35][CH:34]=3)=[CH:21][C:6]([C:7]([NH:9][C:10]3[CH:15]=[CH:14][C:13]([O:16][C:17]([F:20])([F:19])[F:18])=[CH:12][CH:11]=3)=[O:8])=[CH:5][N:4]=2)[CH2:23]1)([CH3:29])[CH3:28]. Procedure: The title compound was prepared in an analogous fashion to that described in Example 113 using 5-bromo-6-(3-(2-hydroxypropan-2-yl)pyrrolidin-1-yl)-N-(4-(trifluoromethoxy)phenyl)nicotinamide (Stage 113.1) and pyridin-3-ylboronic acid to afford a white solid. HPLC (Condition 4) tR=4.68 min, UPLC-MS (Condition 7) m/z=487.2 [M+H]+; 1H-NMR (400 MHz, DMSO-d6) δ ppm 0.87-1.10 (m, 6H) 1.53-1.80 (m, 2H) 1.96-2.12 (m, 1H) 3.00-3.20 (m, 3H) 3.24-3.33 (m, 1H) 4.25 (s, 1H) 7.32 (d, J=8.99 Hz, 2H) 7.46 (dd, J... Reactants: COC(C(C#C)(O)C)OC (4,4-dimethoxy-3-methyl-but-1-yn-3-ol), N1=CC=CC2=CC=CC=C12 (quinoline), [H][H] (hydrogen). The reagents and catalysts are [Pd] (palladium). Solvent: petroleum ether. The product is COC(C(C=C)(O)C)OC (4,4-dimethoxy-3-methyl-but-1-en-3-ol). Reaction SMILES: [CH3:1][O:2][CH:3]([O:9][CH3:10])[C:4]([CH3:8])([OH:7])[C:5]#[CH:6].N1C2C(=CC=CC=2)C=CC=1.[H][H]>[Pd]>[CH3:1][O:2][CH:3]([O:9][CH3:10])[C:4]([CH3:8])([OH:7])[CH:5]=[CH2:6]. Reported procedure: 198 G. of 4,4-dimethoxy-3-methyl-but-1-yn-3-ol are dissolved in 960 ml. of high-boiling petroleum ether and, after the addition of 19.35% palladium catalyst and 19.3 g. of quinoline, hydrogenated under normal conditions. After the uptake of 33.5 l. of hydrogen, the hydrogenation is stopped. The catalyst is filtered off. The filtrate is evaporated under reduced pressure. The remaining 4,4-dimethoxy-3-methyl-but-1-en-3-ol boils, after rectification, at 70°-72° C./18 mm Hg. The reactants are CN(C(OC(C)(C)C)=O)C1CCC(CC1)OC1=NC=NC=2SC=3CC[C@@H](C3C12)CC=O (tert-butyl N-methyl-N-(4-[[(3R)-3-(2-oxoethyl)-7-thia-9,11-diazatricyclo[6.4.0.0[2,6]]dodeca-1(8),2(6),9,11-tetraen-12-yl]oxy]cyclohexyl)carbamate), C[Mg+].[Br-] (CH3MgBr). The solvent is C1CCOC1 (THF). Run at temperature 0 celsius, time 2 hour. Product: O[C@@H](C[C@@H]1C=2C=3C(=NC=NC3SC2CC1)OC1CCC(CC1)N(C(OC(C)(C)C)=O)C)C (tert-butyl N-(4-[[(3R)-3-[(2R)-2-hydroxypropyl]-7-thia-9,11-diazatricyclo[6.4.0.0[2,6]]dodeca-1(8),2 (6),9,11-tetraen-12-yl]oxy]cyclohexyl)-N-methylcarbamate), O[C@H](C[C@@H]1C=2C=3C(=NC=NC3SC2CC1)OC1CCC(CC1)N(C(OC(C)(C)C)=O)C)C (tert-butyl N-(4-[[(3R)-3-[(2S)-2-hydroxypropyl]-7-thia-9,11-diazatricyclo[6.4.0.0[2,6]]dodeca-1(8),2(6),9,11-tetraen-12-yl]oxy]cyclohexyl)-N-methylcarbamate). The yield is 25.0%. As a reaction SMILES: [CH3:1][N:2]([CH:10]1[CH2:15][CH2:14][CH:13]([O:16][C:17]2[C:28]3[C:27]4[C@@H:26]([CH2:29][CH:30]=[O:31])[CH2:25][CH2:24][C:23]=4[S:22][C:21]=3[N:20]=[CH:19][N:18]=2)[CH2:12][CH2:11]1)[C:3](=[O:9])[O:4][C:5]([CH3:8])([CH3:7])[CH3:6].[CH3:32][Mg+].[Br-]>C1COCC1>[OH:31][C@H:30]([CH3:32])[CH2:29][C@H:26]1[CH2:25][CH2:24][C:23]2[S:22][C:21]3[N:20]=[CH:19][N:18]=[C:17]([O:16][CH:13]4[CH2:14][CH2:15][CH:10]([N:2]([CH3:1])[C:3](=[O:9])[O:4][C:5]([CH3:8])([CH3:6])[CH3:7])[CH2:11][CH2:12]4)[C:28]=3[C:27]1=2.[OH:31][C@@H:30]([CH3:32])[CH2:29][C@H:26]1[CH2:25][CH2:24][C:23]2[S:22][C:21]3[N:20]=[CH:19][N:18]=[C:17]([O:16][CH:13]4[CH2:14][CH2:15][CH:10]([N:2]([CH3:1])[C:3](=[O:9])[O:4][C:5]([CH3:8])([CH3:6])[CH3:7])[CH2:11][CH2:12]4)[C:28]=3[C:27]1=2 |f:1.2|. Procedure: A 50-mL round-bottom flask containing a solution of tert-butyl N-methyl-N-(4-[[(3R)-3-(2-oxoethyl)-7-thia-9,11-diazatricyclo[6.4.0.0[2,6]]dodeca-1(8),2(6),9,11-tetraen-12-yl]oxy]cyclohexyl)carbamate (500 mg, 1.12 mmol, 1.00 equiv) in anhydrous THF (20 mL) was cooled down to 0° C. under nitrogen. Then CH3MgBr (1 M in THF, 3.36 mL) was added dropwise via syringe and the resulting solution was stirred for 2 h at 0° C. The reaction was then quenched with saturated aqueous NH4Cl and extracted with 3×...